This data is from the Open Reaction Database (ORD), a public repository of structured organic reaction records. The task is: describe an organic reaction: reactants, conditions, products, and yield Starting materials: C(C)(C)(C)OC(C=CC1COC2=C(C=3N(C1)C=1C=C(C=CC1C3C3CCCCC3)C(=O)OC)C=CC=C2)=O (methyl 7-[3-tert-butoxy-3-oxoprop-1-en-1-yl]-14-cyclohexyl-7,8-dihydro-6H-indolo[1,2-e][1,5]benzoxazocine-11-carboxylate), [BH4-].[Na+] (NaBH4). The reagents and catalysts are O.O.O.O.O.O.[Co](Cl)Cl (Cobalt chloride hexahydrate), [Co](Cl)Cl (cobalt chloride). The solvent is CO (MeOH). The product is C(C)(C)(C)OC(CCC1COC2=C(C=3N(C1)C=1C=C(C=CC1C3C3CCCCC3)C(=O)OC)C=CC=C2)=O (methyl 7-(3-tert-butoxy-3-oxopropyl)-14-cyclohexyl-7,8-dihydro-6H-indolo[1,2-e][1,5]benzoxazocine-11-carboxylate). Reaction SMILES: [C:1]([O:5][C:6](=[O:38])[CH:7]=[CH:8][CH:9]1[CH2:16][N:15]2[C:17]3[CH:18]=[C:19]([C:30]([O:32][CH3:33])=[O:31])[CH:20]=[CH:21][C:22]=3[C:23]([CH:24]3[CH2:29][CH2:28][CH2:27][CH2:26][CH2:25]3)=[C:14]2[C:13]2[CH:34]=[CH:35][CH:36]=[CH:37][C:12]=2[O:11][CH2:10]1)([CH3:4])([CH3:3])[CH3:2].[BH4-].[Na+]>CO.O.O.O.O.O.O.[Co](Cl)Cl.[Co](Cl)Cl>[C:1]([O:5][C:6](=[O:38])[CH2:7][CH2:8][CH:9]1[CH2:16][N:15]2[C:17]3[CH:18]=[C:19]([C:30]([O:32][CH3:33])=[O:31])[CH:20]=[CH:21][C:22]=3[C:23]([CH:24]3[CH2:29][CH2:28][CH2:27][CH2:26][CH2:25]3)=[C:14]2[C:13]2[CH:34]=[CH:35][CH:36]=[CH:37][C:12]=2[O:11][CH2:10]1)([CH3:4])([CH3:2])[CH3:3] |f:1.2,4.5.6.7.8.9.10|. Procedure details: Cobalt chloride hexahydrate (cat.; 0.12 eq) was added to a solution of methyl 7-[3-tert-butoxy-3-oxoprop-1-en-1-yl]-14-cyclohexyl-7,8-dihydro-6H-indolo[1,2-e][1,5]benzoxazocine-11-carboxylate in MeOH (0.02 M). Once the cobalt chloride was in solution, NaBH4 (5.4 eq) was introduced. Vigorous effervescence was noted, along with a darkening of the solution to grey/black. After circa 5 min, effervescence had subsided and the dark colour in the reaction began to dissipate with the reaction returning ... The reactants are C(C)(=O)C=1OC2=C(C1)C(=CC=C2OC)S(NCC(=O)O)(=O)=O (2-acetyl-4-(N-carboxymethylsulfamoyl)-7-methoxybenzofuran), [Al+3].[Cl-].[Cl-].[Cl-] (AlCl3). The solvent is ClC1=CC=CC=C1 (chlorobenzene). Conditions: temperature 130 celsius. The product is C(C)(=O)C=1OC2=C(C1)C(=CC=C2O)S(NCC(=O)O)(=O)=O (2-acetyl-4-(N-carboxymethylsulfamoyl)-7-hydroxybenzofuran). Reaction SMILES: [C:1]([C:4]1[O:5][C:6]2[C:12]([O:13]C)=[CH:11][CH:10]=[C:9]([S:15](=[O:22])(=[O:21])[NH:16][CH2:17][C:18]([OH:20])=[O:19])[C:7]=2[CH:8]=1)(=[O:3])[CH3:2].[Al+3].[Cl-].[Cl-].[Cl-]>ClC1C=CC=CC=1>[C:1]([C:4]1[O:5][C:6]2[C:12]([OH:13])=[CH:11][CH:10]=[C:9]([S:15](=[O:21])(=[O:22])[NH:16][CH2:17][C:18]([OH:20])=[O:19])[C:7]=2[CH:8]=1)(=[O:3])[CH3:2] |f:1.2.3.4|. Procedure: A mixture of 2-acetyl-4-(N-carboxymethylsulfamoyl)-7-methoxybenzofuran and AlCl3 in chlorobenzene was heated at 130° C. to give 2-acetyl-4-(N-carboxymethylsulfamoyl)-7-hydroxybenzofuran. Reactants: FC1=CC=C(CNC=2C=C(N(N2)CC2=CC=C(C=C2)OC)CO)C=C1 ([5-(4-fluoro-benzylamino)-2-(4-methoxy-benzyl)-2H-pyrazol-3-yl]-methanol). Reagents/catalysts: [O-2].[Mn+4].[O-2] (manganese(IV) oxide). Solvent: ClCCl (dichloromethane). Run at time 8 hour. The product is FC1=CC=C(CNC=2C=C(N(N2)CC2=CC=C(C=C2)OC)C=O)C=C1 (5-(4-fluoro-benzylamino)-2-(4-methoxy-benzyl)-2H-pyrazole-3-carbaldehyde). Isolated yield 98.2%. As a reaction SMILES: [F:1][C:2]1[CH:25]=[CH:24][C:5]([CH2:6][NH:7][C:8]2[CH:9]=[C:10]([CH2:22][OH:23])[N:11]([CH2:13][C:14]3[CH:19]=[CH:18][C:17]([O:20][CH3:21])=[CH:16][CH:15]=3)[N:12]=2)=[CH:4][CH:3]=1>[O-2].[Mn+4].[O-2].ClCCl>[F:1][C:2]1[CH:3]=[CH:4][C:5]([CH2:6][NH:7][C:8]2[CH:9]=[C:10]([CH:22]=[O:23])[N:11]([CH2:13][C:14]3[CH:19]=[CH:18][C:17]([O:20][CH3:21])=[CH:16][CH:15]=3)[N:12]=2)=[CH:24][CH:25]=1 |f:1.2.3|. Reported procedure: In a round bottom flask, [5-(4-fluoro-benzylamino)-2-(4-methoxy-benzyl)-2H-pyrazol-3-yl]-methanol (112, 1.6 g, 4.2 mmol) was combined with 300 mL of dichloromethane and manganese(IV) oxide (0.61 g, 7.0 mmol) and stirred overnight under nitrogen. The reaction was filtered through celite and the filtrate concentrated under vacuum. The resulting material was purified by silica gel column chromatography, eluting with 10-100% ethyl acetate in hexane. Appropriate fractions were combined and concentrat... Reactants: C(C)(C)(C)OC(NCCCNC1CCCC=2C=CC=NC12)=O ([3-(5,6,7,8-tetrahydro-quinolin-8-ylamino)-propyl]-carbamic acid tert-butyl ester), CC=1C(=NC=C(C1)C)C=O (3,5-dimethylpyridine-2-carboxaldehyde), [BH-](OC(=O)C)(OC(=O)C)OC(=O)C.[Na+] (NaBH(OAc)3). Solvent: C(Cl)Cl (CH2Cl2). The product is C(C)(C)(C)OC(NCCCN(C1CCCC=2C=CC=NC12)C1=NC=C(C=C1C)C)=O ({3-[(3,5-dimethyl-pyridin-2-yl)-(5,6,7,8-tetrahydro-quinolin-8-yl)-amino]-propyl}-carbamic acid tert-butyl ester). RXN SMILES: [C:1]([O:5][C:6](=[O:22])[NH:7][CH2:8][CH2:9][CH2:10][NH:11][CH:12]1[C:21]2[N:20]=[CH:19][CH:18]=[CH:17][C:16]=2[CH2:15][CH2:14][CH2:13]1)([CH3:4])([CH3:3])[CH3:2].[CH3:23][C:24]1[C:25](C=O)=[N:26][CH:27]=[C:28]([CH3:30])[CH:29]=1.[BH-](OC(C)=O)(OC(C)=O)OC(C)=O.[Na+]>C(Cl)Cl>[C:1]([O:5][C:6](=[O:22])[NH:7][CH2:8][CH2:9][CH2:10][N:11]([C:25]1[C:24]([CH3:23])=[CH:29][C:28]([CH3:30])=[CH:27][N:26]=1)[CH:12]1[C:21]2[N:20]=[CH:19][CH:18]=[CH:17][C:16]=2[CH2:15][CH2:14][CH2:13]1)([CH3:4])([CH3:2])[CH3:3] |f:2.3|. Procedure: Using General Procedure B, reaction of [3-(5,6,7,8-tetrahydro-quinolin-8-ylamino)-propyl]-carbamic acid tert-butyl ester, 3,5-dimethylpyridine-2-carboxaldehyde and NaBH(OAc)3 in CH2Cl2 gave {3-[(3,5-dimethyl-pyridin-2-yl)-(5,6,7,8-tetrahydro-quinolin-8-yl)-amino]-propyl}-carbamic acid tert-butyl ester as a pale beige sticky solid. 1H NMR (CDCl3) δ 1.75 (m, 4H), 2.18 (br t, 1H), 2.27 (s, 3H), 2.30 (s, 3H), 2.37 (br, 1H), 2.56 (t, 1H, J=10.5 Hz), 2.83 (m, 4H), 3.38 (br, 1H), 3.68 (d, 1H, J=15.0 Hz... The reactants are C(C(C)C)N1C(=C(C2=CC(=CC=C12)O)C1=CC=NC=C1)C (1-isobutyl-2-methyl-3-(4-pyridyl)-1H-indole-5-ol), C(C)OC(C(C)(C)Br)=O (2-bromo-2-methyl-propanoic acid ethylester). Yields the product C(C)OC(C(C)(C)OC=1C=C2C(=C(N(C2=CC1)CC(C)C)C)C1=CC=NC=C1)=O (2-[1-Isobutyl-2-methyl-3-(4-pyridyl)-1H-indole-5-yloxy]-2-methyl-propanoic acid ethylester). Reaction SMILES: [CH2:1]([N:5]1[C:13]2[C:8](=[CH:9][C:10]([OH:14])=[CH:11][CH:12]=2)[C:7]([C:15]2[CH:20]=[CH:19][N:18]=[CH:17][CH:16]=2)=[C:6]1[CH3:21])[CH:2]([CH3:4])[CH3:3].[CH2:22]([O:24][C:25](=[O:30])[C:26](Br)([CH3:28])[CH3:27])[CH3:23]>>[CH2:22]([O:24][C:25](=[O:30])[C:26]([O:14][C:10]1[CH:9]=[C:8]2[C:13](=[CH:12][CH:11]=1)[N:5]([CH2:1][CH:2]([CH3:4])[CH3:3])[C:6]([CH3:21])=[C:7]2[C:15]1[CH:16]=[CH:17][N:18]=[CH:19][CH:20]=1)([CH3:28])[CH3:27])[CH3:23]. Procedure details: The above compound was prepared from 1-isobutyl-2-methyl-3-(4-pyridyl)-1H-indole-5-ol and 2-bromo-2-methyl-propanoic acid ethylester using a procedure analogous to that of Example 10. The reactants are [N+](=O)([O-])C1=C(N)C=C(C=C1)Cl (2-nitro-5-chloroaniline), Cl[Sn]Cl (SnCl2), [OH-].[Na+] (NaOH). The solvent is C(C)O (ethanol). Product: ClC1=CC(=C(C=C1)N)N (4-Chlorophenylenediamine). Yield: 99.6%. As a reaction SMILES: [N+:1]([C:4]1[CH:10]=[CH:9][C:8]([Cl:11])=[CH:7][C:5]=1[NH2:6])([O-])=O.Cl[Sn]Cl.[OH-].[Na+]>C(O)C>[Cl:11][C:8]1[CH:9]=[CH:10][C:4]([NH2:1])=[C:5]([NH2:6])[CH:7]=1 |f:2.3|. Procedure: To 2-nitro-5-chloroaniline (304 mg, 1.76 mmol) in absolute ethanol (20 mL) was added SnCl2 (1.68g, 8.86 mmol) and refluxed overnight. The reaction mixture was then basified to pH 11 with 2N NaOH and extracted with ether to give 250 mg (quantitative yield) of product. This product was used without further purification for the synthesis of JSK IV-68. The reactants are C(C)(C)NC1=CC=C(C=C1)[N+](=O)[O-] (4-isopropylamino-nitrobenzene), C(C=C)(=O)Cl (acrylic acid chloride). The product is C(C=C)(=O)N(C1=CC=C(C=C1)[N+](=O)[O-])C(C)C (N-acryloyl-N-isopropyl-4-nitro-aniline). RXN SMILES: [CH:1]([NH:4][C:5]1[CH:10]=[CH:9][C:8]([N+:11]([O-:13])=[O:12])=[CH:7][CH:6]=1)([CH3:3])[CH3:2].[C:14](Cl)(=[O:17])[CH:15]=[CH2:16]>>[C:14]([N:4]([CH:1]([CH3:3])[CH3:2])[C:5]1[CH:10]=[CH:9][C:8]([N+:11]([O-:13])=[O:12])=[CH:7][CH:6]=1)(=[O:17])[CH:15]=[CH2:16]. Procedure details: Prepared from 4-isopropylamino-nitrobenzene and acrylic acid chloride